Dataset: the Open Reaction Database (ORD), a public repository of structured organic reaction records. Task: describe an organic reaction: reactants, conditions, products, and yield Starting materials: [Na] (sodium), C8 to C16 saturated fatty acids, C(CCCCCCC\C=C/CCCCCCCC)(=O)O (oleic acid), [OH-].[Na+] (sodium hydroxide), polymer, polymer. Solvent: O (water), O (water). Product: C(CCCCCCCCCCCCCCCCC)(=O)[O-].[Na+] (Sodium stearate), polymer. The yield is 50.0%. RXN SMILES: [Na].[C:2]([OH:21])(=[O:20])[CH2:3][CH2:4][CH2:5][CH2:6][CH2:7][CH2:8][CH2:9]/[CH:10]=[CH:11]\[CH2:12][CH2:13][CH2:14][CH2:15][CH2:16][CH2:17][CH2:18][CH3:19].[OH-].[Na+:23]>O>[C:2]([O-:21])(=[O:20])[CH2:3][CH2:4][CH2:5][CH2:6][CH2:7][CH2:8][CH2:9][CH2:10][CH2:11][CH2:12][CH2:13][CH2:14][CH2:15][CH2:16][CH2:17][CH2:18][CH3:19].[Na+:23] |f:2.3,5.6,^1:0|. Reported procedure: Solutions of the sodium salt of C8 to C16 saturated fatty acids, and of oleic acid were first prepared at about 4 percent concentration in water by neutralization of the acid with sodium hydroxide. Sodium stearate solutions were prepared directly from the solid salt. Microsuspensions were prepared to contain about 50 percent of the polymer employed in Example 3B and one percent soap by adding the amount of soap or soap solution listed in the table to 150 g of purified wet cake (about 70 percent ...